Dataset: the Open Reaction Database (ORD), a public repository of structured organic reaction records. Task: describe an organic reaction: reactants, conditions, products, and yield The reactants are NC=1SC[C@@]2(C3=CC(=CC=C3OC=3C(=CC(=CC23)O)F)Br)N1 ((S)-2-amino-7′-bromo-4′-fluoro-5H-spiro[thiazole-4,9′-xanthen]-2′-ol), FC1=NC=CC=C1B(O)O (2-fluoropyridin-3-ylboronic acid), FC(S(=O)(=O)OCC(C)(C)F)(F)F (2-fluoro-2-methylpropyl trifluoromethanesulfonate). Yields the product FC1=CC(=CC=2[C@]3(C4=CC(=CC=C4OC12)C=1C(=NC=CC1)F)N=C(SC3)N)OCC(C)(C)F ((S)-4′-fluoro-2′-(2-fluoro-2-methylpropoxy)-7′-(2-fluoropyridin-3-yl)-5H-spiro[thiazole-4,9′-xanthen]-2-amine). Reaction SMILES: [NH2:1][C:2]1[S:3][CH2:4][C@@:5]2([N:22]=1)[C:18]1[CH:17]=[C:16]([OH:19])[CH:15]=[C:14]([F:20])[C:13]=1[O:12][C:11]1[C:6]2=[CH:7][C:8](Br)=[CH:9][CH:10]=1.[F:23][C:24]1[C:29](B(O)O)=[CH:28][CH:27]=[CH:26][N:25]=1.FC(F)(F)S(O[CH2:39][C:40]([F:43])([CH3:42])[CH3:41])(=O)=O>>[F:20][C:14]1[C:13]2[O:12][C:11]3[C:6](=[CH:7][C:8]([C:29]4[C:24]([F:23])=[N:25][CH:26]=[CH:27][CH:28]=4)=[CH:9][CH:10]=3)[C@@:5]3([CH2:4][S:3][C:2]([NH2:1])=[N:22]3)[C:18]=2[CH:17]=[C:16]([O:19][CH2:39][C:40]([F:43])([CH3:42])[CH3:41])[CH:15]=1. Procedure: The titled compound was synthesized by steps analogous to those described in method AA14 above, but using (S)-2-amino-7′-bromo-4′-fluoro-5H-spiro[thiazole-4,9′-xanthen]-2′-ol (prepared as described in Method BB26 and Example 2 but using 7-bromo-4-fluoro-2-methoxy-9H-xanthen-9-one), 2-fluoropyridin-3-ylboronic acid and 2-fluoro-2-methylpropyl trifluoromethanesulfonate. MS m/z=472.0 [M+H]+. The reactants are NC1=CC=CC=C1 (aniline), NC(=O)N (urea), C12CN(CC(CC1)O2)C2=C1C(=NC(=N2)C2=CC=C(C=C2)NC(=O)NCC)N(N=C1)C1CCN(CC1)C(=O)OCC (ethyl 4-(4-(8-oxa-3-azabicyclo[3.2.1]octan-3-yl)-6-(4-(3-ethylureido)phenyl)-1H-pyrazolo[3,4-d]pyrimidin-1-yl)piperidine-1-carboxylate), O1CCN(CC1)CCOC1=CC=C(C=N1)N (6-(2-morpholinoethoxy)pyridin-3-amine). Product: C12CN(CC(CC1)O2)C2=C1C(=NC(=N2)C2=CC=C(C=C2)NC(=O)NC=2C=NC(=CC2)OCCN2CCOCC2)N(N=C1)CC (1-(4-(4-(8-oxa-3-azabicyclo[3.2.1]octan-3-yl)-1-ethyl-1H-pyrazolo[3,4-d]pyrimidin-6-yl)phenyl)-3-(6-(2-morpholinoethoxy)pyridin-3-yl)urea). As a reaction SMILES: NC(N)=O.[CH:5]12[O:12][CH:9]([CH2:10][CH2:11]1)[CH2:8][N:7]([C:13]1[N:18]=[C:17]([C:19]3[CH:24]=[CH:23][C:22]([NH:25][C:26](NCC)=[O:27])=[CH:21][CH:20]=3)[N:16]=[C:15]3[N:31]([CH:34]4CCN(C(OCC)=O)C[CH2:35]4)[N:32]=[CH:33][C:14]=13)[CH2:6]2.[O:45]1[CH2:50][CH2:49][N:48]([CH2:51][CH2:52][O:53][C:54]2[N:59]=[CH:58][C:57]([NH2:60])=[CH:56][CH:55]=2)[CH2:47][CH2:46]1.NC1C=CC=CC=1>>[CH:5]12[O:12][CH:9]([CH2:10][CH2:11]1)[CH2:8][N:7]([C:13]1[N:18]=[C:17]([C:19]3[CH:20]=[CH:21][C:22]([NH:25][C:26]([NH:60][C:57]4[CH:58]=[N:59][C:54]([O:53][CH2:52][CH2:51][N:48]5[CH2:49][CH2:50][O:45][CH2:46][CH2:47]5)=[CH:55][CH:56]=4)=[O:27])=[CH:23][CH:24]=3)[N:16]=[C:15]3[N:31]([CH2:34][CH3:35])[N:32]=[CH:33][C:14]=13)[CH2:6]2. Reported procedure: A urea formation procedure similar to that used for the synthesis of ethyl 4-(4-(8-oxa-3-azabicyclo[3.2.1]octan-3-yl)-6-(4-(3-ethylureido)phenyl)-1H-pyrazolo[3,4-d]pyrimidin-1-yl)piperidine-1-carboxylate is used, utilizing 6-(2-morpholinoethoxy)pyridin-3-amine as the aniline component. (37%, MS=600.3 (M+H)) Starting materials: [BH4-].[Na+] (Sodium borohydride), imine, FC=1C(=C(C(=O)NOCCO)C=C(C1F)/C=N/CCO)NC1=C(C=C(C=C1)I)F (3,4-difluoro-2-(2-fluoro-4-iodo-phenylamino)-N-(2-hydroxy-ethoxy)-5-{[(E)-2-hydroxy-ethylimino]-methyl}-benzamide). Solvent: CO (MeOH). Conditions: time 8 hour. Yields the product FC=1C(=C(C(=O)NOCCO)C=C(C1F)CNCCO)NC1=C(C=C(C=C1)I)F (3,4-difluoro-2-(2-fluoro-4-iodo-phenylamino)-N-(2-hydroxy-ethoxy)-5-[(2-hydroxy-ethylamino)-methyl]-benzamide). Reaction SMILES: [BH4-].[Na+].[F:3][C:4]1[C:5]([NH:23][C:24]2[CH:29]=[CH:28][C:27]([I:30])=[CH:26][C:25]=2[F:31])=[C:6]([CH:14]=[C:15](/[CH:18]=[N:19]/[CH2:20][CH2:21][OH:22])[C:16]=1[F:17])[C:7]([NH:9][O:10][CH2:11][CH2:12][OH:13])=[O:8]>CO>[F:3][C:4]1[C:5]([NH:23][C:24]2[CH:29]=[CH:28][C:27]([I:30])=[CH:26][C:25]=2[F:31])=[C:6]([CH:14]=[C:15]([CH2:18][NH:19][CH2:20][CH2:21][OH:22])[C:16]=1[F:17])[C:7]([NH:9][O:10][CH2:11][CH2:12][OH:13])=[O:8] |f:0.1|. Reported procedure: Sodium borohydride was added to a solution of the imine, 3,4-difluoro-2-(2-fluoro-4-iodo-phenylamino)-N-(2-hydroxy-ethoxy)-5-{[(E)-2-hydroxy-ethylimino]-methyl}-benzamide obtained in Step A in MeOH at 0° C. While being allowed to warm gradually, the mixture was stirred overnight. The solvent was removed under reduced pressure, and the residue was purified with a silica gel column (CH2Cl2:MeOH (4:1 to 2:1)) to give the title compound as a white solid. Reactants: ClC1=C(N)C=C(C=C1)C(F)(F)F (2-chloro-5-trifluoromethyl-aniline), C(C)OC=C(C#N)C#N (ethoxymethylenemalononitrile). Solvent: C(C)O (ethanol). Yields the product C(#N)C(=CNC1=C(C=CC(=C1)C(F)(F)F)Cl)C#N (N-(2,2-dicyanovinyl)-2-chloro-5-trifluoromethylaniline). The yield is 70.0%. Reaction SMILES: [Cl:1][C:2]1[CH:8]=[CH:7][C:6]([C:9]([F:12])([F:11])[F:10])=[CH:5][C:3]=1[NH2:4].C(O[CH:16]=[C:17]([C:20]#[N:21])[C:18]#[N:19])C>C(O)C>[C:18]([C:17]([C:20]#[N:21])=[CH:16][NH:4][C:3]1[CH:5]=[C:6]([C:9]([F:10])([F:11])[F:12])[CH:7]=[CH:8][C:2]=1[Cl:1])#[N:19]. Reported procedure: 19.6 Parts of 2-chloro-5-trifluoromethyl-aniline and 12.2 parts of ethoxymethylenemalononitrile are dissolved in 125 parts of ethanol and the mixture is refluxed for 48 hours. After cooling, the precipitated product is collected by filtration and washed with ethanol. Recrystallisation from ethanol affords the above product with a melting point of 166°-169° C. and in a 70% yield. Starting materials: CC#N, CCN(C(C)C)C(C)C, ClCc1ccc(Cl)cc1, CCOC(=O)C1CCCNC1. The product is CCOC(=O)C1CCCN(Cc2ccc(Cl)cc2)C1. RXN SMILES: [CH3:30][C:31]#[N:32].[CH:10]([N:11]([CH2:12][CH3:13])[CH:14]([CH3:15])[CH3:16])([CH3:17])[CH3:18].[Cl:1][c:2]1[cH:3][cH:4][c:5]([CH2:6][Cl:7])[cH:8][cH:9]1.[NH:19]1[CH2:20][CH:21]([C:22](=[O:23])[O:24][CH2:25][CH3:26])[CH2:27][CH2:28][CH2:29]1>>[Cl:1][c:2]1[cH:3][cH:4][c:5]([CH2:6][N:19]2[CH2:20][CH:21]([C:22](=[O:23])[O:24][CH2:25][CH3:26])[CH2:27][CH2:28][CH2:29]2)[cH:8][cH:9]1. The reactants are C1(=CC=CC=C1)S(=O)(=O)C1=CC=C2C(CCOC2=C1)O (7-Benzenesulfonyl-chroman-4-ol), S(=O)(Cl)Cl (thionyl chloride). Solvent: C1(=CC=CC=C1)C (toluene). Product: C1(=CC=CC=C1)S(=O)(=O)C1=CC=C2C(CCOC2=C1)Cl (7-benzenesulfonyl-4-chloro-chroman). RXN SMILES: [C:1]1([S:7]([C:10]2[CH:19]=[C:18]3[C:13]([CH:14](O)[CH2:15][CH2:16][O:17]3)=[CH:12][CH:11]=2)(=[O:9])=[O:8])[CH:6]=[CH:5][CH:4]=[CH:3][CH:2]=1.S(Cl)([Cl:23])=O>C1(C)C=CC=CC=1>[C:1]1([S:7]([C:10]2[CH:19]=[C:18]3[C:13]([CH:14]([Cl:23])[CH2:15][CH2:16][O:17]3)=[CH:12][CH:11]=2)(=[O:9])=[O:8])[CH:6]=[CH:5][CH:4]=[CH:3][CH:2]=1. Procedure details: 7-Benzenesulfonyl-chroman-4-ol (483 mg, 1.66 mmol) was dissoved in 10 mL toluene, and 182 uL (02.49 mmol) of thionyl chloride was added. The reaction was refluxed for two hours, and then cooled to room temperature. Solvent was removed under reduced pressure to yield 7-benzenesulfonyl-4-chloro-chroman (512 mg) as a crude oil. MS: 308 (M+H)+. Reactants: ClC(=O)OC(C)Cl (1-chloroethyl chloroformate), CC1=C(C=C(C(=C1)C=O)C)N1CCN(CC1)CC1=CC=CC=C1 (4-(2,5-dimethyl-4-formylphenyl)-1-benzylpiperazine), CCCCCC.CCOC(=O)C (hexane EtOAc). The solvent is ClCCCl (1,2-dichloroethane). The product is CC1=C(C=C(C(=C1)C=O)C)N1CCN(CC1)C(=O)OC(C)Cl (4-(2,5-Dimethyl-4-formylphenyl)-1-(1-chloroethoxycarbonyl)piperazine). Isolated yield 63.7%. RXN SMILES: [CH3:1][C:2]1[CH:7]=[C:6]([CH:8]=[O:9])[C:5]([CH3:10])=[CH:4][C:3]=1[N:11]1[CH2:16][CH2:15][N:14](CC2C=CC=CC=2)[CH2:13][CH2:12]1.Cl[C:25]([O:27][CH:28]([Cl:30])[CH3:29])=[O:26].CCCCCC.CCOC(C)=O>ClCCCl>[CH3:1][C:2]1[CH:7]=[C:6]([CH:8]=[O:9])[C:5]([CH3:10])=[CH:4][C:3]=1[N:11]1[CH2:12][CH2:13][N:14]([C:25]([O:27][CH:28]([Cl:30])[CH3:29])=[O:26])[CH2:15][CH2:16]1 |f:2.3|. Reported procedure: The 4-(2,5-dimethyl-4-formylphenyl)-1-benzylpiperazine (9 g, 29 mmol) was dissolved in anhydrous 1,2-dichloroethane (100 mL) and 1-chloroethyl chloroformate (4.5 g, 31.5 mmol) was added. The solution was refluxed for 30 minutes or until TLC analysis indicated the disappearance of the starting material. The product was just slightly less polar than the starting material by TLC using hexane/EtOAc (3/1). Dichloroethane was evaporated and the residue was chromatographed using gradient hexane/EtOAc (... Reactants: ClCCl, CC(C)(C)[O-], Cn1nccc1[N+](=O)[O-], [K+], CN(C)C=O. Yields the product Cn1ncc(C(Cl)Cl)c1[N+](=O)[O-]. Reaction SMILES: [CH2:16]([Cl:17])[Cl:18].[CH3:1][C:2]([CH3:3])([O-:4])[CH3:5].[CH3:7][n:8]1[n:9][cH:10][cH:11][c:12]1[N+:13](=[O:14])[O-:15].[K+:6].[O:19]=[CH:20][N:21]([CH3:22])[CH3:23]>>[CH3:7][n:8]1[n:9][cH:10][c:11]([CH:16]([Cl:17])[Cl:18])[c:12]1[N+:13](=[O:14])[O-:15].